This data is from the Open Reaction Database (ORD), a public repository of structured organic reaction records. The task is: describe an organic reaction: reactants, conditions, products, and yield RXN SMILES: [Cl:1][C:2]1[CH:7]=[CH:6][C:5]([CH2:8][N:9]2[C:14]3[CH:15]=[CH:16][CH:17]=[CH:18][C:13]=3[C:12](=O)[O:11]C2=O)=[CH:4][CH:3]=1.[NH3:21]>>[Cl:1][C:2]1[CH:7]=[CH:6][C:5]([CH2:8][NH:9][C:14]2[CH:15]=[CH:16][CH:17]=[CH:18][C:13]=2[C:12]([NH2:21])=[O:11])=[CH:4][CH:3]=1. The reactants are ClC1=CC=C(C=C1)CN1C(OC(C2=C1C=CC=C2)=O)=O (1-(4-chlorophenylmethyl)-2H-3,1-benzoxazine-2,4(1H)-dione), N (ammonia). Procedure details: In 400 ml of concentrated aqueous ammonia, 14.4 g of 1-(4-chlorophenylmethyl)-2H-3,1-benzoxazine-2,4(1H)-dione were heated to 100° C. and stirred for 3 hours. After cooling, the crystals were collected by filtration, washed with water and dried. They were recrystallized from ethanol to obtain 8.6 g of title compound. m.p. 138°-139° C. The product is ClC1=CC=C(C=C1)CNC1=C(C(=O)N)C=CC=C1 (2-(4-Chlorophenylmethylamino)benzamide). Reaction conditions: time 3 hour.